This data is from the Open Reaction Database (ORD), a public repository of structured organic reaction records. The task is: describe an organic reaction: reactants, conditions, products, and yield Reaction SMILES: S(Cl)([Cl:3])=O.O[CH2:6][CH2:7][CH2:8][CH:9]([O:17][CH:18]([C:23]1[CH:28]=[CH:27][CH:26]=[C:25]([CH3:29])[N:24]=1)[CH2:19][CH2:20]CO)[C:10]1[CH:15]=[CH:14][CH:13]=[C:12]([CH3:16])[N:11]=1.[CH:30]([Cl:33])(Cl)Cl>O>[Cl:3][CH2:6][CH2:7][CH2:8][CH:9]([O:17][CH:18]([C:23]1[CH:28]=[CH:27][CH:26]=[C:25]([CH3:29])[N:24]=1)[CH2:19][CH2:20][CH2:30][Cl:33])[C:10]1[CH:15]=[CH:14][CH:13]=[C:12]([CH3:16])[N:11]=1. Starting materials: S(=O)(Cl)Cl (sulphinyl chloride), OCCCC(C1=NC(=CC=C1)C)OC(CCCO)C1=NC(=CC=C1)C (3-hydroxypropyl(6-methyl-2-pyridyl)methyl ether), C(Cl)(Cl)Cl (chloroform). The product is ClCCCC(C1=NC(=CC=C1)C)OC(CCCCl)C1=NC(=CC=C1)C (3-Chloropropyl(6-methyl-2-pyridyl)methyl ether). The solvent is O (water). Procedure details: To a solution of sulphinyl chloride (260 g) in chloroform (450 cc) maintained at a temperature below 10° C., 3-hydroxypropyl(6-methyl-2-pyridyl)methyl ether (339 g) is added in the course of 30 minutes. The mixture is then heated gradually and then maintained boiling for 1 hour. After being cooled to about 20° C., the mixture is concentrated under reduced pressure (30 mm Hg; 4 kPa) at 50° C. The product obtained is dissolved in distilled water (1,000 cc) and the solution obtained is washed 3 tim... Run at temperature 20 celsius, time 1 hour. Reactants: ammonium salt, OC(CC(C(=O)O)=NO)(C(=O)O)CC1=CNC2=CC=CC=C12 (4-hydroxy-4-(3-indolylmethyl)-2-hydroxyiminoglutaric acid), C([O-])([O-])=O.[Na+].[Na+] (sodium carbonate), C([O-])([O-])=O.[Na+].[Na+] (sodium carbonate), C(C)(=O)OCC (ethyl acetate), Cl (hydrochloric acid). The solvent is O (water). The product is O[C@@](CC(C(=O)O)=NO)(C(=O)O)CC1=CNC2=CC=CC=C12 ((4S)-4-hydroxy-4-(3-indolylmethyl)-2-hydroxyiminoglutaric acid). Isolated yield 72.7%. Reaction SMILES: [OH:1][C:2]([CH2:13][C:14]1[C:22]2[C:17](=[CH:18][CH:19]=[CH:20][CH:21]=2)[NH:16][CH:15]=1)([C:10]([OH:12])=[O:11])[CH2:3][C:4](=[N:8][OH:9])[C:5]([OH:7])=[O:6].Cl.C(=O)([O-])[O-].[Na+].[Na+].C(OCC)(=O)C>O>[OH:1][C@:2]([CH2:13][C:14]1[C:22]2[C:17](=[CH:18][CH:19]=[CH:20][CH:21]=2)[NH:16][CH:15]=1)([C:10]([OH:12])=[O:11])[CH2:3][C:4](=[N:8][OH:9])[C:5]([OH:7])=[O:6] |f:2.3.4|. Reported procedure: 44.7 g (0.131 mol) of the ammonium salt of 4-hydroxy-4-(3-indolylmethyl)-2-hydroxyiminoglutaric acid was dissolved in 500 ml of water at 25° C. The resulting aqueous solution was adjusted to pH 2, using 25.5 g of 36% hydrochloric acid. The acidic solution was extracted in 1300 ml of ethyl acetate. The ethyl acetate solution was rinsed with 200 ml of aqueous saturated sodium chloride. 500 ml of aqueous sodium carbonate solution (13.9 g (0.131 mol) of sodium carbonate) was added to the resulting e...